From a dataset of the Open Reaction Database (ORD), a public repository of structured organic reaction records. describe an organic reaction: reactants, conditions, products, and yield Starting materials: CCCCC(CC)C(=O)[O-], C1CCOC1, CCOC(C)=O, Cl, CN1CC(N)C(=O)Nc2ccccc21, [Na+], COC1C(=O)OC(C(O)C=CC(C)(C)C)C1O. Product: COC(C(=O)NC1CN(C)c2ccccc2NC1=O)C(O)C(O)C(O)C=CC(C)(C)C. As a reaction SMILES: [CH2:33]([CH:34]([CH2:35][CH2:36][CH2:37][CH3:38])[C:39]([O-:40])=[O:41])[CH3:42].[CH2:50]1[O:51][CH2:52][CH2:53][CH2:54]1.[CH3:44][CH2:45][O:46][C:47](=[O:48])[CH3:49].[ClH:18].[NH2:19][CH:20]1[CH2:21][N:22]([CH3:32])[c:23]2[c:24]([cH:28][cH:29][cH:30][cH:31]2)[NH:25][C:26]1=[O:27].[Na+:43].[OH:1][CH:2]1[CH:3]([O:16][CH3:17])[C:4](=[O:15])[O:5][CH:6]1[CH:7]([CH:8]=[CH:9][C:10]([CH3:11])([CH3:12])[CH3:13])[OH:14]>>[OH:1][CH:2]([CH:3]([C:4](=[O:15])[NH:19][CH:20]1[CH2:21][N:22]([CH3:32])[c:23]2[c:24]([cH:28][cH:29][cH:30][cH:31]2)[NH:25][C:26]1=[O:27])[O:16][CH3:17])[CH:6]([OH:5])[CH:7]([CH:8]=[CH:9][C:10]([CH3:11])([CH3:12])[CH3:13])[OH:14]. The reactants are C[C@]1(CC2(O[C@@H]([C@H](O2)C2=CC=CC=C2)C2=CC=CC=C2)CCC1)CNC=1C=C(C#N)C=CC1[N+](=O)[O-] (3-({[(2R,3R,7S)-7-methyl-2,3-diphenyl-1,4-dioxaspiro[4.5]dec-7-yl]methyl}amino)-4-nitrobenzonitrile), CO (MeOH), three, C(=O)O (formic acid), COC(OC)OC (trimethylorthoformate), C(OC)(OC)OC (trimethyl orthoformate), C(=O)O (formic acid). Reagents/catalysts: [Fe] (iron). Run in CCOC(=O)C (EtOAc). Reaction conditions: temperature 64 celsius. The product is C[C@]1(CC2(O[C@@H]([C@H](O2)C2=CC=CC=C2)C2=CC=CC=C2)CCC1)CN1C=NC2=C1C=C(C=C2)C#N (1-{[(2R,3R,7S)-7-Methyl-2,3-diphenyl-1,4-dioxaspiro[4.5]dec-7-yl]methyl}-1H-benzimidazole-6-carbonitrile). Isolated yield 100.0%. As a reaction SMILES: [CH3:1][C@:2]1([CH2:24][NH:25][C:26]2[CH:27]=[C:28]([CH:31]=[CH:32][C:33]=2[N+:34]([O-])=O)[C:29]#[N:30])[CH2:23][CH2:22][CH2:21][C:4]2([O:8][C@H:7]([C:9]3[CH:14]=[CH:13][CH:12]=[CH:11][CH:10]=3)[C@@H:6]([C:15]3[CH:20]=[CH:19][CH:18]=[CH:17][CH:16]=3)[O:5]2)[CH2:3]1.CO.[CH:39](OC)(OC)OC.C(O)=O>[Fe].CCOC(C)=O>[CH3:1][C@:2]1([CH2:24][N:25]2[C:26]3[CH:27]=[C:28]([C:29]#[N:30])[CH:31]=[CH:32][C:33]=3[N:34]=[CH:39]2)[CH2:23][CH2:22][CH2:21][C:4]2([O:8][C@H:7]([C:9]3[CH:14]=[CH:13][CH:12]=[CH:11][CH:10]=3)[C@@H:6]([C:15]3[CH:20]=[CH:19][CH:18]=[CH:17][CH:16]=3)[O:5]2)[CH2:3]1. Procedure: A 5 L three neck flask was fitted with a mechanical stirrer and condenser. To the flask was added 3-({[(2R,3R,7S)-7-methyl-2,3-diphenyl-1,4-dioxaspiro[4.5]dec-7-yl]methyl}amino)-4-nitrobenzonitrile (245.5 g, 508 mmol), MeOH (891 mL) and EtOAc (891 mL). Next, trimethyl orthoformate (561 mL, 5077 mmol) and formic acid (195 mL, 5077 mmol) were added. The resulting mixture was heated at 64° C. Next, (2-3 eq) of formic acid, trimethylorthoformate and iron were added every 15 min until the reaction wa...